This data is from the Open Reaction Database (ORD), a public repository of structured organic reaction records. The task is: describe an organic reaction: reactants, conditions, products, and yield Reactants: C(C)(C)(C)OC(=O)N1CC(CCC1)C(=O)O (1-(tert-butoxycarbonyl)-3-piperidine carboxylic acid), C(C)N=C=NCCCN(C)C (1-ethyl-3-(3-dimethylaminopropyl)-carbodiimide), S([O-])(O)(=O)=O.[K+] (potassium bisulfate), C(\C=C\C)O ((E)-but-2-en-1-ol). Reagents/catalysts: CN(C1=CC=NC=C1)C (4-dimethylaminopyridine). Solvent: C(Cl)(Cl)Cl (chloroform). Conditions: time 50 minute. Product: C(C)(C)(C)OC(=O)N1CC(CCC1)C(=O)OC\C=C\C (Piperidine-1,3-dicarboxylic acid 3-((E)-but-2-enyl)ester 1-tert-butyl ester). RXN SMILES: [C:1]([O:5][C:6]([N:8]1[CH2:13][CH2:12][CH2:11][CH:10]([C:14]([OH:16])=[O:15])[CH2:9]1)=[O:7])([CH3:4])([CH3:3])[CH3:2].C(N=C=NCCCN(C)C)C.[CH2:28](O)/[CH:29]=[CH:30]/[CH3:31].S(=O)(=O)(O)[O-].[K+]>C(Cl)(Cl)Cl.CN(C)C1C=CN=CC=1>[C:1]([O:5][C:6]([N:8]1[CH2:13][CH2:12][CH2:11][CH:10]([C:14]([O:16][CH2:28]/[CH:29]=[CH:30]/[CH3:31])=[O:15])[CH2:9]1)=[O:7])([CH3:4])([CH3:2])[CH3:3] |f:3.4|. Procedure details: To a solution of 1-(tert-butoxycarbonyl)-3-piperidine carboxylic acid (50.0 g) and 1-ethyl-3-(3-dimethylaminopropyl)-carbodiimide (45.8 g) in chloroform (500 ml) was added 4-dimethylaminopyridine (29.3 g), and the mixture was stirred for 50 minutes. To the mixture was added (E)-but-2-en-1-ol (22.1 ml), and the mixture was stirred at room temperature for 1.5 hours. To the reaction mixture was added 10% aqueous potassium bisulfate solution (500 ml), and the mixture was extracted with chloroform. T... The reactants are CC1=C(C=CC=C1[N+](=O)[O-])CC#N (2-(2-Methyl-3-nitrophenyl)acetonitrile). Reagents/catalysts: [Pd] (palladium-charcoal). Run in CCOC(=O)C.CCO (EtOAc EtOH). Yields the product NC=1C(=C(C=CC1)CC#N)C (2-(3-Amino-2-methylphenyl)acetonitrile). Yield: 77.0%. RXN SMILES: [CH3:1][C:2]1[C:7]([N+:8]([O-])=O)=[CH:6][CH:5]=[CH:4][C:3]=1[CH2:11][C:12]#[N:13]>CCOC(C)=O.CCO.[Pd]>[NH2:8][C:7]1[C:2]([CH3:1])=[C:3]([CH2:11][C:12]#[N:13])[CH:4]=[CH:5][CH:6]=1 |f:1.2|. Reported procedure: 2-(2-Methyl-3-nitrophenyl)acetonitrile (Askam, V. et al. J. Chem. Soc. C (1969)1935–1936;) was hydrogenated over 5% palladium-charcoal 50 mg in EtOAc/EtOH 1:1 (14 ml) for three hours. The mixture was filtered through celite, and the filtrate was concentrated to give the title compound 77 mg (77%) as a white powder. The reactants are Cl (hydrochloric acid), CO (methanol), O.[OH-].[Li+] (lithium hydroxide monohydrate), ClC1=CC(=C(C(=O)OCC(=O)N(C)C)C=C1)OCC(=O)N(C)C (2-(Dimethylamino)-2-oxoethyl 4-chloro-2-[2-(dimethylamino)-2-oxoethoxy]benzoate). Run in C(C)(=O)OCC (ethyl acetate), O (water). Product: ClC1=CC(=C(C(=O)O)C=C1)OCC(=O)N(C)C (4-Chloro-2-[2-(dimethylamino)-2-oxoethoxy]benzoic acid). Isolated yield 159.6%. RXN SMILES: [Cl:1][C:2]1[CH:16]=[CH:15][C:5]([C:6]([O:8]CC(N(C)C)=O)=[O:7])=[C:4]([O:17][CH2:18][C:19]([N:21]([CH3:23])[CH3:22])=[O:20])[CH:3]=1.CO.O.[OH-].[Li+].Cl>O.C(OCC)(=O)C>[Cl:1][C:2]1[CH:16]=[CH:15][C:5]([C:6]([OH:8])=[O:7])=[C:4]([O:17][CH2:18][C:19]([N:21]([CH3:23])[CH3:22])=[O:20])[CH:3]=1 |f:2.3.4|. Procedure: The product from step (a) (1.0 g) was dissolved in a 2:1 water:methanol mixture (15 ml) and lithium hydroxide monohydrate added. After 2 hours 2M aqueous hydrochloric acid and ethyl acetate were added, the organic phase separated, dried and concentrated to give the product as a solid (1.2 g), m.p. 141-142° C.